This data is from the Open Reaction Database (ORD), a public repository of structured organic reaction records. The task is: describe an organic reaction: reactants, conditions, products, and yield Starting materials: COC(=O)C(C)n1ccc2c(C(F)(F)F)c(C#N)ccc21, C1CCOC1, CO, [Na+], [OH-]. RXN SMILES: [C:1](#[N:2])[c:3]1[c:4]([C:18]([F:19])([F:20])[F:21])[c:5]2[cH:6][cH:7][n:8]([CH:12]([C:13](=[O:14])[O:15][CH3:16])[CH3:17])[c:9]2[cH:10][cH:11]1.[CH2:24]1[O:25][CH2:26][CH2:27][CH2:28]1.[CH3:29][OH:30].[Na+:23].[OH-:22]>>[C:1](#[N:2])[c:3]1[c:4]([C:18]([F:19])([F:20])[F:21])[c:5]2[cH:6][cH:7][n:8]([CH:12]([C:13](=[O:14])[OH:15])[CH3:17])[c:9]2[cH:10][cH:11]1. The product is CC(C(=O)O)n1ccc2c(C(F)(F)F)c(C#N)ccc21. Starting materials: ClC1=NC=CC(=N1)C1=C(N=C(S1)C(C)C)C=1C=C(C=CC1)NS(=O)(=O)C1=C(C=CC=C1F)F (N-{3-[5-(2-Chloro-4-pyrimidinyl)-2-(1-methylethyl)-1,3-thiazol-4-yl]phenyl}-2,6-difluorobenzenesulfonamide), ClC1=NC=CC(=N1)C1=C(N=C(S1)C(C)C)C=1C=CC(=C(C1)N)F ({5-[5-(2-chloro-4-pyrimidinyl)-2-(1-methylethyl)-1,3-thiazol-4-yl]-2-fluorophenyl}amine), C1(CC1)S(=O)(=O)Cl (cyclopropanesulfonyl chloride). The product is ClC1=NC=CC(=N1)C1=C(N=C(S1)C(C)C)C=1C=C(C=CC1)NS(=O)(=O)C1CC1 (N-{3-[5-(2-Chloro-4-pyrimidinyl)-2-(1-methylethyl)-1,3-thiazol-4-yl]phenyl}cyclopropanesulfonamide). RXN SMILES: [Cl:1][C:2]1[N:7]=[C:6]([C:8]2[S:12][C:11]([CH:13]([CH3:15])[CH3:14])=[N:10][C:9]=2[C:16]2[CH:17]=[C:18]([NH:22][S:23]([C:26]3[C:31](F)=[CH:30]C=CC=3F)(=[O:25])=[O:24])[CH:19]=[CH:20][CH:21]=2)[CH:5]=[CH:4][N:3]=1.ClC1N=C(C2SC(C(C)C)=NC=2C2C=CC(F)=C(N)C=2)C=CN=1.C1(S(Cl)(=O)=O)CC1>>[Cl:1][C:2]1[N:7]=[C:6]([C:8]2[S:12][C:11]([CH:13]([CH3:14])[CH3:15])=[N:10][C:9]=2[C:16]2[CH:17]=[C:18]([NH:22][S:23]([CH:26]3[CH2:31][CH2:30]3)(=[O:25])=[O:24])[CH:19]=[CH:20][CH:21]=2)[CH:5]=[CH:4][N:3]=1. Procedure: Following a procedure analogous to the procedure described in Intermediate 14 using {5-[5-(2-chloro-4-pyrimidinyl)-2-(1-methylethyl)-1,3-thiazol-4-yl]-2-fluorophenyl}amine (283 mg, 0.811 mmol) and cyclopropanesulfonyl chloride (114 mg, 0.811 mmol) the title compound was obtained as a white solid (247 mg, 67% yield). MS (ESI): 453.3 [M+H]+.